From a dataset of the Open Reaction Database (ORD), a public repository of structured organic reaction records. describe an organic reaction: reactants, conditions, products, and yield Starting materials: C1(=CC=CC=C1)C(C1=CC=CC=C1)OC([C@@H](C(=C)CI)N1[C@H]2OC(=N[C@H]2C1=O)C1=CC=CC=C1)=O ((2R)-2-[(1R,5S)-3-phenyl-7-oxo-4-oxa-2,6-diazabicyclo[3.2.0]hept-2-en-6-yl]-3-iodomethyl-3-butenoic acid diphenylmethyl ester), O (water), peracid. Product: C1(=CC=CC=C1)C(C1=CC=CC=C1)OC([C@@H](C(=C)CO)N1[C@H]2OC(=N[C@H]2C1=O)C1=CC=CC=C1)=O ((2R)-2-[(1R,5S)-3-phenyl-7-oxo-4-oxa-2,6-diazabicyclo[3.2.0]-hept-2-en-6-yl]-3-hydroxymethyl-3-butenoic acid diphenylmethyl ester). As a reaction SMILES: [C:1]1([CH:7]([O:14][C:15](=[O:35])[C@H:16]([N:21]2[C:27](=[O:28])[C@H:26]3[C@@H:22]2[O:23][C:24]([C:29]2[CH:34]=[CH:33][CH:32]=[CH:31][CH:30]=2)=[N:25]3)[C:17]([CH2:19]I)=[CH2:18])[C:8]2[CH:13]=[CH:12][CH:11]=[CH:10][CH:9]=2)[CH:6]=[CH:5][CH:4]=[CH:3][CH:2]=1.[OH2:36]>>[C:1]1([CH:7]([O:14][C:15](=[O:35])[C@H:16]([N:21]2[C:27](=[O:28])[C@H:26]3[C@@H:22]2[O:23][C:24]([C:29]2[CH:34]=[CH:33][CH:32]=[CH:31][CH:30]=2)=[N:25]3)[C:17]([CH2:19][OH:36])=[CH2:18])[C:8]2[CH:13]=[CH:12][CH:11]=[CH:10][CH:9]=2)[CH:6]=[CH:5][CH:4]=[CH:3][CH:2]=1. Procedure: To a mixture of (2R)-2-[(1R,5S)-3-phenyl-7-oxo-4-oxa-2,6-diazabicyclo[3.2.0]hept-2-en-6-yl]-3-iodomethyl-3-butenoic acid diphenylmethyl ester (1) in an organic solvent and inorganic base in water is added a peracid portionwise under nitrogen gas, and the mixture is stirred for the given time at the given temperature under nitrogen. The reaction mixture is washed with water, aqueous 5% sodium thiosulfate, aqueous sodium hydrogen carbonate and water, dried over sodium sulfate and concentrated unde... Reactants: [H-].[Na+] (NaH), NC1=NC(=CC2=C1N=C(C(N2)C)C2=CC=C(C=C2)O)NC(OCC)=O (Ethyl 5-amino-1,2-dihydro-3-(4-hydroxyphenyl)-2-methylpyrido[3,4-b]pyrazin-7-ylcarbamate), C(C1=CC=CC=C1)Cl (benzyl chloride). Conditions: time 0.2 hour. Yields the product NC1=NC(=CC2=C1N=C(C(N2)C)C2=CC=C(C=C2)OCC2=CC=CC=C2)NC(OCC)=O (Ethyl 5-amino-3-[4-(benzyloxy)phenyl]-1,2-dihydro-2-methylpyrido[3,4-b]pyrazin-7-ylcarbamate). RXN SMILES: [H-].[Na+].[NH2:3][C:4]1[C:9]2[N:10]=[C:11]([C:15]3[CH:20]=[CH:19][C:18]([OH:21])=[CH:17][CH:16]=3)[CH:12]([CH3:14])[NH:13][C:8]=2[CH:7]=[C:6]([NH:22][C:23](=[O:27])[O:24][CH2:25][CH3:26])[N:5]=1.[CH2:28](Cl)[C:29]1[CH:34]=[CH:33][CH:32]=[CH:31][CH:30]=1>>[NH2:3][C:4]1[C:9]2[N:10]=[C:11]([C:15]3[CH:16]=[CH:17][C:18]([O:21][CH2:28][C:29]4[CH:34]=[CH:33][CH:32]=[CH:31][CH:30]=4)=[CH:19][CH:20]=3)[CH:12]([CH3:14])[NH:13][C:8]=2[CH:7]=[C:6]([NH:22][C:23](=[O:27])[O:24][CH2:25][CH3:26])[N:5]=1 |f:0.1|. Procedure details: To a stirred suspension of NaH (13.5 mg of 60% oil-dispersion, washed 1× hexane) in deoxygenated (N2) DMSO was added 14 (101 mg, 0.30 mmol). After stirring 0.2 hour, the nearly-clear amber solution was treated with benzyl chloride (36 mg, 0.29 mmol), stirred 18 hours under N2, and evaporated to dryness. The residue was triturated with de-oxygenated (N2) H2O (10 mL) to give a solid, which was purified by flash chromatography (45 g, CHCl3 --MeOH, 99:1) followed by recrystallization from EtOAc-hexa... Reaction conditions: time 5 hour. Yields the product FC1=C(COC=2C=3N(C=C(C2)C)C(=C(N3)C)C(=O)NC[C@@H]3NCCCC3)C(=CC=C1)F (8-[(2,6-Difluorobenzyl)oxy]-2,6-dimethyl-N-[(2R)-piperidin-2-ylmethyl]imidazo[1,2-a]pyridine-3-carboxamide). Run in C(C)OCC (diethyl ether), Cl (hydrochloric acid). Reported procedure: 56 mg of tert-butyl (2R)-2-{[({8-[(2,6-difluorobenzyl)oxy]-2,6-dimethylimidazo[1,2-a]pyridin-3-yl}carbonyl)amino]methyl}piperidin-1-carboxylate trifluoroacetate Example 183A (0.09 mmol) were initially charged in 2 M hydrochloric acid in diethyl ether, and the mixture was stirred at RT for 5 h. The resulting precipitate was filtered off and washed with diethyl ether, dissolved in dichloromethane and washed with saturated aqueous sodium bicarbonate solution. The aqueous phase was extracted twice w... Reaction SMILES: FC(F)(F)C(O)=O.[F:8][C:9]1[CH:44]=[CH:43][CH:42]=[C:41]([F:45])[C:10]=1[CH2:11][O:12][C:13]1[C:14]2[N:15]([C:20]([C:24]([NH:26][CH2:27][C@H:28]3[CH2:33][CH2:32][CH2:31][CH2:30][N:29]3C(OC(C)(C)C)=O)=[O:25])=[C:21]([CH3:23])[N:22]=2)[CH:16]=[C:17]([CH3:19])[CH:18]=1>Cl.C(OCC)C>[F:45][C:41]1[CH:42]=[CH:43][CH:44]=[C:9]([F:8])[C:10]=1[CH2:11][O:12][C:13]1[C:14]2[N:15]([C:20]([C:24]([NH:26][CH2:27][C@H:28]3[CH2:33][CH2:32][CH2:31][CH2:30][NH:29]3)=[O:25])=[C:21]([CH3:23])[N:22]=2)[CH:16]=[C:17]([CH3:19])[CH:18]=1 |f:0.1|. Starting materials: FC(C(=O)O)(F)F.FC1=C(COC=2C=3N(C=C(C2)C)C(=C(N3)C)C(=O)NC[C@@H]3N(CCCC3)C(=O)OC(C)(C)C)C(=CC=C1)F (tert-butyl (2R)-2-{[({8-[(2,6-difluorobenzyl)oxy]-2,6-dimethylimidazo[1,2-a]pyridin-3-yl}carbonyl)amino]methyl}piperidin-1-carboxylate trifluoroacetate), Example 183A.